From a dataset of the Open Reaction Database (ORD), a public repository of structured organic reaction records. describe an organic reaction: reactants, conditions, products, and yield Reactants: ClC1=C2C(=NC=C1C(=O)OCC)SC=C2 (ethyl 4-chlorothieno[2,3-b]pyridine-5-carboxylate), Cl (hydrochloric acid), [OH-].[Na+] (sodium hydroxide), Heterocyclic. Solvent: C(C)O (ethanol). Conditions: temperature 0 celsius. Yields the product ClC1=C2C(=NC=C1C(=O)O)SC=C2 (4-chlorothieno[2,3-b]pyridine-5-carboxylic acid). Isolated yield 35.4%. As a reaction SMILES: [Cl:1][C:2]1[C:7]([C:8]([O:10]CC)=[O:9])=[CH:6][N:5]=[C:4]2[S:13][CH:14]=[CH:15][C:3]=12.[OH-].[Na+].Cl>C(O)C>[Cl:1][C:2]1[C:7]([C:8]([OH:10])=[O:9])=[CH:6][N:5]=[C:4]2[S:13][CH:14]=[CH:15][C:3]=12 |f:1.2|. Procedure: A mixture of ethyl 4-chlorothieno[2,3-b]pyridine-5-carboxylate (800 mg, 3.31 mmol) [Khan, M. A.; Guarconi, A. E., J. Heterocyclic Chem., 14, 807 (1977)] in 15 mL of ethanol and 5 mL of 2.5 N sodium hydroxide is heated at reflux for 90 minutes. The mixture is cooled to 0° C. and the pH is adjusted to 4 by the addition of 2 N hydrochloric acid. The mixture is stirred at room temperature and the resulting precipitate is collected by filtration and washed with water to provide 250 mg of 4-chlorothie... Starting materials: COC(=O)c1ccccc1N, ClC(Cl)(Cl)Cl, CCOC(OCC)OCC, Nc1nnn[nH]1, O. The product is COC(=O)c1ccccc1N=CNc1nnn[nH]1. Reaction SMILES: [C:18]([c:19]1[c:20]([NH2:21])[cH:22][cH:23][cH:24][cH:25]1)(=[O:26])[O:27][CH3:28].[C:29]([Cl:30])([Cl:31])([Cl:32])[Cl:33].[CH2:8]([O:9][CH:10]([O:11][CH2:12][CH3:13])[O:14][CH2:15][CH3:16])[CH3:17].[NH2:2][c:3]1[n:4][n:5][n:6][nH:7]1.[OH2:1]>>[NH:2]([c:3]1[nH:4][n:5][n:6][n:7]1)[CH:8]=[N:21][c:20]1[c:19]([C:18](=[O:26])[O:27][CH3:28])[cH:25][cH:24][cH:23][cH:22]1. Starting materials: C1(=CC=CC=C1)CCCCCCCCC(=O)OCC (ethyl 9-phenylnonanoate), [H-].C(C(C)C)[Al+]CC(C)C (diisobutylaluminum hydride), solution. Solvent: C(Cl)Cl (methylene chloride). The product is C1(=CC=CC=C1)CCCCCCCCCO (9-Phenylnonan-1-ol). As a reaction SMILES: [C:1]1([CH2:7][CH2:8][CH2:9][CH2:10][CH2:11][CH2:12][CH2:13][CH2:14][C:15](OCC)=[O:16])[CH:6]=[CH:5][CH:4]=[CH:3][CH:2]=1.[H-].C([Al+]CC(C)C)C(C)C>C(Cl)Cl>[C:1]1([CH2:7][CH2:8][CH2:9][CH2:10][CH2:11][CH2:12][CH2:13][CH2:14][CH2:15][OH:16])[CH:6]=[CH:5][CH:4]=[CH:3][CH:2]=1 |f:1.2|. Procedure details: To a stirred solution of ethyl 9-phenylnonanoate (0.884 g, 3.37 mmol) in methylene chloride (10 ml) under argon at 0° was added diisobutylaluminum hydride (8.43 ml of a 1.0M solution). This mixture was warmed to room temperature and quenched with 10% aqueous hydrochloric acid. The organic portion was washed with 5% sodium bicarbonate, water, saturated sodium chloride solution, dried over magnesium sulfate, filtered and concentrated to give the desired alcohol which was carried on without further... Reactants: CC1(C)OCc2ccc(Br)cc21, C1CCOC1, [Li]CCCC, CCCCCC, Cl, CN(C)C=O. Yields the product CC1(C)OCc2ccc(C=O)cc21. As a reaction SMILES: [Br:1][c:2]1[cH:3][cH:4][c:5]2[c:9]([cH:10]1)[C:8]([CH3:11])([CH3:12])[O:7][CH2:6]2.[CH2:30]1[O:31][CH2:32][CH2:33][CH2:34]1.[CH3:13][CH2:14][CH2:15][CH2:16][Li:17].[CH3:18][CH2:19][CH2:20][CH2:21][CH2:22][CH3:23].[ClH:29].[O:24]=[CH:25][N:26]([CH3:27])[CH3:28]>>[c:2]1([CH:25]=[O:24])[cH:3][cH:4][c:5]2[c:9]([cH:10]1)[C:8]([CH3:11])([CH3:12])[O:7][CH2:6]2. Starting materials: Oc1cnc(-c2ccc(Br)cc2)nc1, CS(=O)O, CS(C)=O, [Na]. The product is CS(=O)(=O)c1ccc(-c2ncc(O)cn2)cc1. As a reaction SMILES: [Br:1][c:2]1[cH:3][cH:4][c:5](-[c:8]2[n:9][cH:10][c:11]([OH:14])[cH:12][n:13]2)[cH:6][cH:7]1.[CH3:16][S:17](=[O:18])[OH:19].[CH3:20][S:21]([CH3:22])=[O:23].[Na:15]>>[c:2]1([S:17]([CH3:16])(=[O:18])=[O:19])[cH:3][cH:4][c:5](-[c:8]2[n:9][cH:10][c:11]([OH:14])[cH:12][n:13]2)[cH:6][cH:7]1. The reactants are OC[C@H](CC(C)C)NC(=O)C1=NC(=C(N=C1)N1CCCC1)OCCC (6-Propoxy-5-pyrrolidin-1-yl-pyrazine-2-carboxylic acid ((S)-1-hydroxymethyl-3-methyl-butyl)-amide), title compounds, FC1=CC=C(COC2=C(N=CC(=N2)C(=O)O)N2CCCC2)C=C1 (6-(4-fluoro-benzyloxy)-5-pyrrolidin-1-yl-pyrazine-2-carboxylic acid), N[C@H](CO)CC(C)C ((S)-2-amino-4-methyl-pentan-1-ol). Yields the product OC[C@H](CC(C)C)NC(=O)C1=NC(=C(N=C1)N1CCCC1)OCC1=CC=C(C=C1)F (6-(4-Fluoro-benzyloxy)-5-pyrrolidin-1-yl-pyrazine-2-carboxylic acid ((S)-1-hydroxymethyl-3-methyl-butyl)-amide). As a reaction SMILES: [OH:1][CH2:2][C@@H:3]([NH:8][C:9]([C:11]1[CH:16]=[N:15][C:14]([N:17]2[CH2:21][CH2:20][CH2:19][CH2:18]2)=[C:13]([O:22][CH2:23][CH2:24][CH3:25])[N:12]=1)=[O:10])[CH2:4][CH:5]([CH3:7])[CH3:6].[F:26][C:27]1[CH:48]=CC(COC2N=C(C(O)=O)C=NC=2N2CCCC2)=[CH:29][CH:28]=1.N[C@@H](CC(C)C)CO>>[OH:1][CH2:2][C@@H:3]([NH:8][C:9]([C:11]1[CH:16]=[N:15][C:14]([N:17]2[CH2:21][CH2:20][CH2:19][CH2:18]2)=[C:13]([O:22][CH2:23][C:24]2[CH:29]=[CH:28][C:27]([F:26])=[CH:48][CH:25]=2)[N:12]=1)=[O:10])[CH2:4][CH:5]([CH3:7])[CH3:6]. Procedure: In analogy to the procedure described for the synthesis of 6-propoxy-5-pyrrolidin-1-yl-pyrazine-2-carboxylic acid ((S)-1-hydroxymethyl-3-methyl-butyl)-amide (example 10, step d) the title compounds was prepared from 6-(4-fluoro-benzyloxy)-5-pyrrolidin-1-yl-pyrazine-2-carboxylic acid and (S)-2-amino-4-methyl-pentan-1-ol (commercially available). m/z (ES+): 417.5 (M+H). The reactants are CN(C)c1ccncc1, COc1cc2nccc(Cl)c2cc1OC, Clc1ccccc1Cl, CCOC(=O)c1cc(F)ccc1O. Product: CCOC(=O)c1cc(F)ccc1Oc1ccnc2cc(OC)c(OC)cc12. Reaction SMILES: [CH3:29][N:30]([CH3:31])[c:32]1[cH:33][cH:34][n:35][cH:36][cH:37]1.[Cl:14][c:15]1[cH:16][cH:17][n:18][c:19]2[cH:20][c:21]([O:27][CH3:28])[c:22]([O:25][CH3:26])[cH:23][c:24]12.[Cl:38][c:39]1[cH:40][cH:41][cH:42][cH:43][c:44]1[Cl:45].[F:1][c:2]1[cH:3][cH:4][c:5]([OH:13])[c:6]([C:7](=[O:8])[O:9][CH2:10][CH3:11])[cH:12]1>>[F:1][c:2]1[cH:3][cH:4][c:5]([O:13][c:15]2[cH:16][cH:17][n:18][c:19]3[cH:20][c:21]([O:27][CH3:28])[c:22]([O:25][CH3:26])[cH:23][c:24]23)[c:6]([C:7](=[O:8])[O:9][CH2:10][CH3:11])[cH:12]1.